This data is from the Open Reaction Database (ORD), a public repository of structured organic reaction records. The task is: describe an organic reaction: reactants, conditions, products, and yield The reactants are Cl.CS(=O)(=O)OC=1C=CC2=C(SC(=C2C(C2=CC=C(C=C2)OCCBr)=O)C2=CC=C(C=C2)OS(=O)(=O)C)C1 (6-methanesulfonyloxy-2-(4-methanesulfonyloxyphenyl)-3-(4-bromoethoxybenzoyl)-benzo[b]thiophene, hydrochloride), [I-].[K+] (potassium iodide), CN(C=O)C (dimethylformamide), N1CCCCC1 (piperidine). Solvent: C(Cl)(Cl)Cl.CO (chloroform methanol). Conditions: temperature 110 celsius, time 5 day. The product is OC=1C=CC2=C(SC(=C2C(C2=CC=C(C=C2)OCCN2CCCCC2)=O)C2=CC=C(C=C2)O)C1 (6-hydroxy-2-(4-hydroxyphenyl)-3-[4-(2-piperidinoethoxy)benzoyl]benzo[b]thiophene). RXN SMILES: Cl.CS([O:6][C:7]1[CH:8]=[CH:9][C:10]2[C:14]([C:15](=[O:26])[C:16]3[CH:21]=[CH:20][C:19]([O:22][CH2:23][CH2:24]Br)=[CH:18][CH:17]=3)=[C:13]([C:27]3[CH:32]=[CH:31][C:30]([O:33]S(C)(=O)=O)=[CH:29][CH:28]=3)[S:12][C:11]=2[CH:38]=1)(=O)=O.CN(C)C=O.[NH:44]1[CH2:49][CH2:48][CH2:47][CH2:46][CH2:45]1.[I-].[K+]>C(Cl)(Cl)Cl.CO>[OH:6][C:7]1[CH:8]=[CH:9][C:10]2[C:14]([C:15](=[O:26])[C:16]3[CH:17]=[CH:18][C:19]([O:22][CH2:23][CH2:24][N:44]4[CH2:49][CH2:48][CH2:47][CH2:46][CH2:45]4)=[CH:20][CH:21]=3)=[C:13]([C:27]3[CH:32]=[CH:31][C:30]([OH:33])=[CH:29][CH:28]=3)[S:12][C:11]=2[CH:38]=1 |f:0.1,4.5,6.7|. Procedure: A 1.5 g. portion of 6-methanesulfonyloxy-2-(4-methanesulfonyloxyphenyl)-3-(4-bromoethoxybenzoyl)-benzo[b]thiophene, hydrochloride, was combined with 25 ml. of dimethylformamide, 5 ml. of piperidine and 150 mg. of potassium iodide, and was stirred for two hours at ambient temperature. The reaction was then heated to 110° C. in an oil bath, under a nitrogen atmosphere, and stirred for 5 days. The course of the reaction was followed by thin layer chromatography on silica gel plates, using a 9/1 mix... The reactants are C1(CCC1)COC1=C2C=C(NC2=CC=C1)C(=O)O (4-cyclobutylmethoxy-1H-indole-2-carboxylic acid), Cl.Cl.Cl.NC1CCN(CC1)C[C@H](C)N1CCC(CC1)O (1-[(S)-2-(4-Amino-piperidin-1-yl)-1-methyl-ethyl]-piperidin-4-ol trihydrochloride). The product is OC1CCN(CC1)[C@H](CN1CCC(CC1)NC(=O)C=1NC2=CC=CC(=C2C1)OCC1CCC1)C (4-Cyclobutylmethoxy-1H-indole-2-carboxylic acid {1-[(S)-2-(4-hydroxy-piperidin-1-yl)-propyl]-piperidin-4-yl}-amide). Reaction SMILES: [CH:1]1([CH2:5][O:6][C:7]2[CH:15]=[CH:14][CH:13]=[C:12]3[C:8]=2[CH:9]=[C:10]([C:16]([OH:18])=O)[NH:11]3)[CH2:4][CH2:3][CH2:2]1.Cl.Cl.Cl.[NH2:22][CH:23]1[CH2:28][CH2:27][N:26]([CH2:29][C@@H:30]([N:32]2[CH2:37][CH2:36][CH:35]([OH:38])[CH2:34][CH2:33]2)[CH3:31])[CH2:25][CH2:24]1>>[OH:38][CH:35]1[CH2:34][CH2:33][N:32]([C@@H:30]([CH3:31])[CH2:29][N:26]2[CH2:25][CH2:24][CH:23]([NH:22][C:16]([C:10]3[NH:11][C:12]4[C:8]([CH:9]=3)=[C:7]([O:6][CH2:5][CH:1]3[CH2:2][CH2:3][CH2:4]3)[CH:15]=[CH:14][CH:13]=4)=[O:18])[CH2:28][CH2:27]2)[CH2:37][CH2:36]1 |f:1.2.3.4|. Reported procedure: This compound is synthesized analogously to example 1 from 4-cyclobutylmethoxy-1H-indole-2-carboxylic acid, 82 (see example 22) and amine 50. Starting materials: CO, CNC, O=[N+]([O-])C=Cc1ccccc1, S=C=S. Yields the product CN(C)C(=S)SC(C[N+](=O)[O-])c1ccccc1. As a reaction SMILES: [CH3:18][OH:19].[CH3:1][NH:2][CH3:3].[N+:7](=[O:8])([O-:9])[CH:10]=[CH:11][c:12]1[cH:13][cH:14][cH:15][cH:16][cH:17]1.[S:4]=[C:5]=[S:6]>>[CH3:1][N:2]([CH3:3])[C:5]([S:4][CH:11]([CH2:10][N+:7](=[O:8])[O-:9])[c:12]1[cH:13][cH:14][cH:15][cH:16][cH:17]1)=[S:6].